This data is from the Open Reaction Database (ORD), a public repository of structured organic reaction records. The task is: describe an organic reaction: reactants, conditions, products, and yield The reactants are OBO, O=C([O-])[O-], CCOC(=O)Cc1ccc(-n2cnc3cc(Br)ccc32)cc1, COc1ccc(B(O)O)cc1, Cc1ccccc1, CCO, CCO, CCOC(C)=O, [Na+], [Na+], O. Yields the product CCOC(=O)Cc1ccc(-n2cnc3cc(-c4ccc(OC)cc4)ccc32)cc1. As a reaction SMILES: [BH:40]([OH:41])[OH:42].[C:34](=[O:35])([O-:36])[O-:37].[CH2:1]([CH3:2])[O:3][C:4]([CH2:5][c:6]1[cH:7][cH:8][c:9](-[n:12]2[cH:13][n:14][c:15]3[c:16]2[cH:17][cH:18][c:19]([Br:21])[cH:20]3)[cH:10][cH:11]1)=[O:22].[CH3:23][O:24][c:25]1[cH:26][cH:27][c:28]([B:31]([OH:32])[OH:33])[cH:29][cH:30]1.[CH3:43][c:44]1[cH:45][cH:46][cH:47][cH:48][cH:49]1.[CH3:50][CH2:51][OH:52].[CH3:53][CH2:54][OH:55].[CH3:56][CH2:57][O:58][C:59]([CH3:60])=[O:61].[Na+:38].[Na+:39].[OH2:62]>>[CH2:1]([CH3:2])[O:3][C:4]([CH2:5][c:6]1[cH:7][cH:8][c:9](-[n:12]2[cH:13][n:14][c:15]3[c:16]2[cH:17][cH:18][c:19](-[c:28]2[cH:27][cH:26][c:25]([O:24][CH3:23])[cH:30][cH:29]2)[cH:20]3)[cH:10][cH:11]1)=[O:22]. Starting materials: OCC(CO)N1C(C2=CC=CC(=C2C=C1)[N+](=O)[O-])=O (2-(1,3-dihydroxypropan-2-yl)-5-nitroisoquinolin-1(2H)-one), CO (methanol). Reagents/catalysts: [Pd] (palladium). The product is NC1=C2C=CN(C(C2=CC=C1)=O)C(CO)CO (5-Amino-2-(1,3-dihydroxypropan-2-yl)isoquinolin-1(2H)-one). RXN SMILES: [OH:1][CH2:2][CH:3]([N:6]1[CH:15]=[CH:14][C:13]2[C:8](=[CH:9][CH:10]=[CH:11][C:12]=2[N+:16]([O-])=O)[C:7]1=[O:19])[CH2:4][OH:5].CO>[Pd]>[NH2:16][C:12]1[CH:11]=[CH:10][CH:9]=[C:8]2[C:13]=1[CH:14]=[CH:15][N:6]([CH:3]([CH2:2][OH:1])[CH2:4][OH:5])[C:7]2=[O:19]. Procedure: 2-(1,3-dihydroxypropan-2-yl)-5-nitroisoquinolin-1(2H)-one (1.2 g, 0.0045 mol) was stirred with palladium 10% wt. on calcium carbonate (0.1 g, 0.0005 mol) in methanol (100 mL, 2 mol) under hydrogen (balloon) over 1 hr at room temperature. The catalyst was filtered, the filtrate was concentrated to dryness gave light green oil. MS m/z=235.0 (M+1). The reactants are FC1=C(C=C2CC(NC2=C1)=O)C (6-fluoro-5-methyl-2-oxindole), ClS(=O)(=O)N=C=O (chlorosulfonyl isocyanate), C1(=CC=CC=C1)C (toluene). Solvent: O (Water). Yields the product FC1=C(C=C2CC(N(C2=C1)C(=O)N)=O)C (6-Fluoro-5-Methyl-2-Oxindole-1-Carboxamide). Reaction SMILES: [F:1][C:2]1[CH:10]=[C:9]2[C:5]([CH2:6][C:7](=[O:11])[NH:8]2)=[CH:4][C:3]=1[CH3:12].ClS([N:17]=[C:18]=[O:19])(=O)=O.C1(C)C=CC=CC=1>O>[F:1][C:2]1[CH:10]=[C:9]2[C:5]([CH2:6][C:7](=[O:11])[N:8]2[C:18]([NH2:17])=[O:19])=[CH:4][C:3]=1[CH3:12]. Procedure details: Following the procedure of Example 2, the title compound was prepared from 6-fluoro-5-methyl-2-oxindole (1.0 g, 6.0 mmole), chlorosulfonyl isocyanate (1.03 g, 7.3 mmole), toluene (30 ml). Water (5 ml) was used for the hydrolysis step. Yield=0.58 g, 46%. M.P. 200°-203° C. Reactants: BrC=1C=C(C(=CC1)N)N (4-Bromobenzene-1,2-diamine), C(=O)([O-])[O-].[Na+].[Na+] (Na2CO3), CN(C)C=O.O (DMF H2O), S1C(=CC=C1)B(O)O (2-thiopheneboronic acid). Reagents/catalysts: C1=CC=C(C=C1)P([C-]2C=CC=C2)C3=CC=CC=C3.C1=CC=C(C=C1)P([C-]2C=CC=C2)C3=CC=CC=C3.Cl[Pd]Cl.[Fe+2] (PdCl2(dppf)2). Solvent: CN(C)C=O (DMF). Reaction conditions: temperature 23 celsius, time 10 minute. Product: [N+](=O)([O-])C1=C(C=CC(=C1)C=1SC=CC1)N (2-Nitro-4-(2-thienyl)phenylamine). As a reaction SMILES: Br[C:2]1[CH:3]=[C:4]([NH2:9])[C:5]([NH2:8])=[CH:6][CH:7]=1.C([O-])([O-])=O.[Na+].[Na+].[S:16]1[CH:20]=[CH:19][CH:18]=[C:17]1B(O)O.CN(C=[O:28])C.[OH2:29]>CN(C=O)C.C1C=CC(P(C2C=CC=CC=2)[C-]2C=CC=C2)=CC=1.C1C=CC(P(C2C=CC=CC=2)[C-]2C=CC=C2)=CC=1.Cl[Pd]Cl.[Fe+2]>[N+:9]([C:4]1[CH:3]=[C:2]([C:17]2[S:16][CH:20]=[CH:19][CH:18]=2)[CH:7]=[CH:6][C:5]=1[NH2:8])([O-:28])=[O:29] |f:1.2.3,5.6,8.9.10.11|. Procedure details: 4-Bromobenzene-1,2-diamine (1.0 equivalent) and Na2CO3 (2.0 equivalents) were dissolved in DMF/H2O (5:1) at room temperature. Nitrogen was bubbled through the reaction mixture for 5 minutes and PdCl2(dppf)2 (0.1 equivalents) was added. After stirring at 23° C. for approximately 10 minutes, 2-thiopheneboronic acid (1.1 equivalents) in DMF was added and the reaction was heated at 90° C. for 12 hours. After this time, the solution was concentrated and partitioned between EtOAc and H2O. The layers w... The reactants are N(=[N+]=[N-])C=1C(C2=CC(=C(C=C2C(C1)=O)CC)CC)=O (2-Azido-6,7-diethyl-1,4-naphthoquinone), S(O)(O)(=O)=O (sulphuric acid). Solvent: ice water. Product: C(#N)C=C1OC(=O)C2=CC(=C(C=C12)CC)CC (3-Cyanomethylene-5,6-diethylphthalide). Yield: 91.7%. RXN SMILES: [N:1]([C:4]1[C:5](=[O:19])[C:6]2[C:11]([C:12](=[O:14])[CH:13]=1)=[CH:10][C:9]([CH2:15][CH3:16])=[C:8]([CH2:17][CH3:18])[CH:7]=2)=[N+]=[N-].S(=O)(=O)(O)O>>[C:4]([CH:13]=[C:12]1[C:11]2[C:6](=[CH:7][C:8]([CH2:17][CH3:18])=[C:9]([CH2:15][CH3:16])[CH:10]=2)[C:5](=[O:19])[O:14]1)#[N:1]. Reported procedure: 2-Azido-6,7-diethyl-1,4-naphthoquinone (6.0 g; 0.024 mole) was added portionwise to cold (0°-5° C.), stirred concentrated sulphuric acid (100 ml) over 2 hours and the red solution stirred at this temperature till no further nitrogen evolution was noticed (ca. 15 mins.). The products from two such reactions carried out simultaneously were poured into 1200 ml of ice-water and the lilac solid filtered off and washed well with water. Recrystallisation from ethanol in the presence of charcoal give th... The reactants are O=C([O-])[O-], CCCI, CN(C)C=O, [K+], [K+], O, NS(=O)(=O)c1c(O)cccc1I. Yields the product CCCOc1cccc(I)c1S(N)(=O)=O. RXN SMILES: [C:13](=[O:14])([O-:15])[O-:16].[CH2:19]([CH2:20][CH3:21])[I:22].[CH3:24][N:25]([CH3:26])[CH:27]=[O:28].[K+:17].[K+:18].[OH2:23].[OH:1][c:2]1[c:3]([S:9](=[O:10])(=[O:11])[NH2:12])[c:4]([I:8])[cH:5][cH:6][cH:7]1>>[O:1]([c:2]1[c:3]([S:9](=[O:10])(=[O:11])[NH2:12])[c:4]([I:8])[cH:5][cH:6][cH:7]1)[CH2:19][CH2:20][CH3:21].